This data is from the Open Reaction Database (ORD), a public repository of structured organic reaction records. The task is: describe an organic reaction: reactants, conditions, products, and yield Reactants: CC1(OC(C2(CC2)C(O1)=O)=O)C (6,6-dimethyl-5,7-dioxaspiro[2.5]octane-4,8-dione), C1CCC2=CC(=CC=C12)N (2,3-dihydro-1H-inden-5-amine). Solvent: C(C)O (ethanol). The product is C1CCC2=CC(=CC=C12)N1C(C(CC1)C(=O)O)=O (1-(2,3-dihydro-1H-inden-5-yl)-2-oxopyrrolidine-3-carboxylic acid). Isolated yield 71.7%. Reaction SMILES: CC1(C)[O:9][C:8](=[O:10])[C:5]2([CH2:7][CH2:6]2)[C:4](=[O:11])O1.[CH2:13]1[C:21]2[C:16](=[CH:17][C:18]([NH2:22])=[CH:19][CH:20]=2)[CH2:15][CH2:14]1>C(O)C>[CH2:13]1[C:21]2[C:16](=[CH:17][C:18]([N:22]3[CH2:6][CH2:7][CH:5]([C:8]([OH:9])=[O:10])[C:4]3=[O:11])=[CH:19][CH:20]=2)[CH2:15][CH2:14]1. Procedure: This compound was prepared according to general method 1 starting from 6,6-dimethyl-5,7-dioxaspiro[2.5]octane-4,8-dione (0.250 g; 1.45 mmol) and 2,3-dihydro-1H-inden-5-amine (0.593 g; 4.36 mmol) in ethanol (3 mL). 1-(2,3-dihydro-1H-inden-5-yl)-2-oxopyrrolidine-3-carboxylic acid 0.255 g (71%) was obtained as a white solid.